Dataset: the Open Reaction Database (ORD), a public repository of structured organic reaction records. Task: describe an organic reaction: reactants, conditions, products, and yield The reactants are CC1=NN2C(N=C(C=C2C(=O)N)N2CCOCC2)=C1CC1=C(C(=CC=C1)C(F)(F)F)C (2-methyl-3-{[2-methyl-3-(trifluoromethyl)phenyl]methyl}-5-(4-morpholinyl)pyrazolo[1,5-a]pyrimidine-7-carboxamide), S(=O)(Cl)Cl (thionyl chloride), O (Water). The solvent is CN(C=O)C (N,N-Dimethylformamide). Conditions: time 2 hour. Yields the product CC1=NN2C(N=C(C=C2C#N)N2CCOCC2)=C1CC1=C(C(=CC=C1)C(F)(F)F)C (2-methyl-3-(2-methyl-3-(trifluoromethyl)benzyl)-5-morpholinopyrazolo[1,5-a]pyrimidine-7-carbonitrile). Yield: 73.1%. As a reaction SMILES: [CH3:1][C:2]1[C:19]([CH2:20][C:21]2[CH:26]=[CH:25][CH:24]=[C:23]([C:27]([F:30])([F:29])[F:28])[C:22]=2[CH3:31])=[C:5]2[N:6]=[C:7]([N:13]3[CH2:18][CH2:17][O:16][CH2:15][CH2:14]3)[CH:8]=[C:9]([C:10]([NH2:12])=O)[N:4]2[N:3]=1.S(Cl)(Cl)=O.O>CN(C)C=O>[CH3:1][C:2]1[C:19]([CH2:20][C:21]2[CH:26]=[CH:25][CH:24]=[C:23]([C:27]([F:30])([F:28])[F:29])[C:22]=2[CH3:31])=[C:5]2[N:6]=[C:7]([N:13]3[CH2:18][CH2:17][O:16][CH2:15][CH2:14]3)[CH:8]=[C:9]([C:10]#[N:12])[N:4]2[N:3]=1. Procedure details: To the solution of 2-methyl-3-{[2-methyl-3-(trifluoromethyl)phenyl]methyl}-5-(4-morpholinyl)pyrazolo[1,5-a]pyrimidine-7-carboxamide (200 mg, 0.461 mmol) in N,N-Dimethylformamide (DMF) (6 mL) was added thionyl chloride (0.067 mL, 0.923 mmol). The reaction mixture was stirred at rt for 2 h. Water was added in. The solid precipitated. Filtration gave the crude product. The crude was purified on silica column (20˜50% EtOAc/Hexane) to give the titled product (0.14 g, 77%). MS (ES+) m/e 416.2 [M+H]+. The reactants are [OH-].[Na+] (NaOH), C(C)OC(=O)C1=CNC=C1C1=CC=C(C=C1)C (3-(Ethoxycarbonyl)-4-(4-methylphenyl)pyrrole), [Na+].[Cl-] (NaCl). Solvent: C(CO)O (ethylene glycol). Conditions: temperature 160 celsius, time 2.5 hour. Yields the product CC1=CC=C(C=C1)C1=CNC=C1 (3-(4-Methylphenyl)pyrrole). The yield is 71.3%. RXN SMILES: C(OC([C:6]1[C:10]([C:11]2[CH:16]=[CH:15][C:14]([CH3:17])=[CH:13][CH:12]=2)=[CH:9][NH:8][CH:7]=1)=O)C.[OH-].[Na+].[Na+].[Cl-]>C(O)CO>[CH3:17][C:14]1[CH:13]=[CH:12][C:11]([C:10]2[CH:6]=[CH:7][NH:8][CH:9]=2)=[CH:16][CH:15]=1 |f:1.2,3.4|. Procedure details: Following a standard procedure (Balasubramanian, T. et al., J. Org. Chem. 2000, 65, 7919-7929), a mixture of 6 (6.81 g, 29.7 mmol) and ethylene glycol (76.0 mL) in a 250-mL Claisen flask was flushed with argon for 10 min, and then powdered NaOH (3.05 g, 76.2 mmol) was added. The flask was placed in an oil bath at 120° C. and the oil bath temperature was raised to 160° C. After 2.5 h, the flask was cooled to room temperature and 10% aqueous NaCl (150 mL) was added. The aqueous layer was extracted... Reactants: C1CCOC1, COC(=O)c1cccc2c1c1c(O)cccc1n2Cc1c(Cl)cccc1Cl, [NH4+], [OH-]. Product: NC(=O)c1cccc2c1c1c(O)cccc1n2Cc1c(Cl)cccc1Cl. Reaction SMILES: [CH2:30]1[O:31][CH2:32][CH2:33][CH2:34]1.[Cl:1][c:2]1[c:3]([CH2:9][n:10]2[c:11]3[cH:12][cH:13][cH:14][c:15]([C:24]([O:26][CH3:25])=[O:27])[c:16]3[c:17]3[c:18]([OH:23])[cH:19][cH:20][cH:21][c:22]23)[c:4]([Cl:8])[cH:5][cH:6][cH:7]1.[NH4+:28].[OH-:29]>>[Cl:1][c:2]1[c:3]([CH2:9][n:10]2[c:11]3[cH:12][cH:13][cH:14][c:15]([C:24](=[O:26])[NH2:28])[c:16]3[c:17]3[c:18]([OH:23])[cH:19][cH:20][cH:21][c:22]23)[c:4]([Cl:8])[cH:5][cH:6][cH:7]1.